This data is from the Open Reaction Database (ORD), a public repository of structured organic reaction records. The task is: describe an organic reaction: reactants, conditions, products, and yield The reactants are CCO, NNC=O, COc1c(F)cc(CN=C=S)cc1F. Yields the product COc1c(F)cc(CNC(=S)NNC=O)cc1F. As a reaction SMILES: [CH3:19][CH2:20][OH:21].[CH:15](=[O:16])[NH:17][NH2:18].[F:1][c:2]1[cH:3][c:4]([CH2:5][N:6]=[C:7]=[S:8])[cH:9][c:10]([F:14])[c:11]1[O:12][CH3:13]>>[F:1][c:2]1[cH:3][c:4]([CH2:5][NH:6][C:7](=[S:8])[NH:18][NH:17][CH:15]=[O:16])[cH:9][c:10]([F:14])[c:11]1[O:12][CH3:13]. The reactants are N1=CC=C(C=C1)C(=O)NC1=C(C(=O)NC2=CC=C(C=C2)Cl)C=CC=C1 (2-(4-pyridinecarbonyl)amino-N-(4-chlorophenyl)benzamide), CI (methyl iodide). The solvent is CN(C)C=O (DMF). Run at time 48 hour. Product: [I-].C[N+]1=CC=C(C=C1)C(=O)NC1=C(C(=O)NC2=CC=C(C=C2)Cl)C=CC=C1 (2-[[(1-Methylpyridinium-4-yl)carbonyl]amino]-N-(4-chlorophenyl)benzamide Iodide). Isolated yield 59.3%. Reaction SMILES: [N:1]1[CH:6]=[CH:5][C:4]([C:7]([NH:9][C:10]2[CH:25]=[CH:24][CH:23]=[CH:22][C:11]=2[C:12]([NH:14][C:15]2[CH:20]=[CH:19][C:18]([Cl:21])=[CH:17][CH:16]=2)=[O:13])=[O:8])=[CH:3][CH:2]=1.[CH3:26][I:27]>CN(C=O)C>[I-:27].[CH3:26][N+:1]1[CH:6]=[CH:5][C:4]([C:7]([NH:9][C:10]2[CH:25]=[CH:24][CH:23]=[CH:22][C:11]=2[C:12]([NH:14][C:15]2[CH:20]=[CH:19][C:18]([Cl:21])=[CH:17][CH:16]=2)=[O:13])=[O:8])=[CH:3][CH:2]=1 |f:3.4|. Procedure: To a stirring solution of 2-(4-pyridinecarbonyl)amino-N-(4-chlorophenyl)benzamide (500 mg, 1.42 mmol) in DMF (10 mL) was added methyl iodide (3 mL, 48 mmol). After 48 h, the precipitate was filtered, washed with diethyl ether and dried in vacuo to give 416 mg (59%) of the title compound. The reactants are OB1OCc2cc(O)ccc21, O=C([O-])[O-], CC(C)Oc1nc(Cl)ccc1C#N, [K+], [K+], CN(C)C=O. The product is CC(C)Oc1nc(Oc2ccc3c(c2)COB3O)ccc1C#N. Reaction SMILES: [B:14]1([OH:24])[O:15][CH2:16][c:17]2[c:18]1[cH:19][cH:20][c:21]([OH:23])[cH:22]2.[C:25](=[O:26])([O-:27])[O-:28].[Cl:1][c:2]1[n:3][c:4]([O:10][CH:11]([CH3:12])[CH3:13])[c:5]([C:6]#[N:7])[cH:8][cH:9]1.[K+:29].[K+:30].[O:31]=[CH:32][N:33]([CH3:34])[CH3:35]>>[c:2]1([O:23][c:21]2[cH:20][cH:19][c:18]3[c:17]([cH:22]2)[CH2:16][O:15][B:14]3[OH:24])[n:3][c:4]([O:10][CH:11]([CH3:12])[CH3:13])[c:5]([C:6]#[N:7])[cH:8][cH:9]1. The reactants are CON=C(C(=O)OCC)C=1N=C(SC1)N (ethyl 2-methoxyimino-2-(2-aminothiazol-4-yl)acetate), [OH-].[Na+] (sodium hydroxide), Cl (hydrochloric acid), CON=C(C(=O)OCC)C=1NC(SC1)=N (ethyl 2-methoxyimino-2-(2-imino-2,3-dihydrothiazol-4-yl)acetate), aqueous solution. The solvent is C(C)O (Ethanol), C(C)O (ethanol). Conditions: time 15 hour. Product: CON=C(C(=O)O)C=1N=C(SC1)N (2-methoxyimino-2-(2-aminothiazol-4-yl)acetic acid). RXN SMILES: [CH3:1][O:2][N:3]=[C:4]([C:10]1[N:11]=[C:12]([NH2:15])[S:13][CH:14]=1)[C:5]([O:7]CC)=[O:6].[OH-].[Na+].Cl>C(O)C>[CH3:1][O:2][N:3]=[C:4]([C:10]1[N:11]=[C:12]([NH2:15])[S:13][CH:14]=1)[C:5]([OH:7])=[O:6] |f:1.2|. Reported procedure: Ethanol (10 ml.) was added to a suspension of ethyl 2-methoxyimino-2-(2-aminothiazol-4-yl)acetate (syn isomer), which can be represented as ethyl 2-methoxyimino-2-(2-imino-2,3-dihydrothiazol-4-yl)acetate (syn isomer), (2.2 g.) in a 1 N aqueous solution of sodium hydroxide (12 ml.) and the mixture was stirred for 15 hours at ambient temperature. The reaction mixture was adjusted to pH 7.0 with 10% hydrochloric acid and ethanol was distilled off under reduced pressure. The residual aqueous solutio...